This data is from the Open Reaction Database (ORD), a public repository of structured organic reaction records. The task is: describe an organic reaction: reactants, conditions, products, and yield Starting materials: Cc1ccccc1, CSc1ccc(CO)cc1C(F)(F)F, O=S(Cl)Cl. Product: CSc1ccc(CCl)cc1C(F)(F)F. RXN SMILES: [CH3:19][c:20]1[cH:21][cH:22][cH:23][cH:24][cH:25]1.[CH3:1][S:2][c:3]1[c:4]([C:11]([F:12])([F:13])[F:14])[cH:5][c:6]([CH2:7][OH:8])[cH:9][cH:10]1.[S:15]([Cl:16])([Cl:17])=[O:18]>>[CH3:1][S:2][c:3]1[c:4]([C:11]([F:12])([F:13])[F:14])[cH:5][c:6]([CH2:7][Cl:17])[cH:9][cH:10]1. Reactants: CCCN(CCC)CCN, COCCOC, [O-][n+]1nc(Cl)nc2cc3c(cc21)CCC3. Yields the product CCCN(CCC)CCNc1nc2cc3c(cc2[n+]([O-])n1)CCC3. Reaction SMILES: [CH2:1]([CH2:2][CH3:3])[N:4]([CH2:5][CH2:6][NH2:7])[CH2:8][CH2:9][CH3:10].[CH3:26][O:27][CH2:28][CH2:29][O:30][CH3:31].[Cl:11][c:12]1[n:13][n+:14]([O-:25])[c:15]2[c:16]([n:17]1)[cH:18][c:19]1[c:23]([cH:24]2)[CH2:22][CH2:21][CH2:20]1>>[CH2:1]([CH2:2][CH3:3])[N:4]([CH2:5][CH2:6][NH:7][c:12]1[n:13][n+:14]([O-:25])[c:15]2[c:16]([n:17]1)[cH:18][c:19]1[c:23]([cH:24]2)[CH2:22][CH2:21][CH2:20]1)[CH2:8][CH2:9][CH3:10]. Starting materials: COC([C@H](CC(C)C)NC(C1=CC=C(C=C1)N1CCC(CC1)=O)=O)=O (4-Methyl-(2S)-2-[4-(4-oxo-piperidine-1-yl)-benzoylamino]-pentanoic acid methyl ester), NC[C@H](O)C=1C=CC(=C(C1)NS(=O)(=O)C)O (N-[5-((1R)-2-amino-1-hydroxy-ethyl)-2-hydroxy-phenyl]-methanesulfonamide). The product is COC([C@H](CC(C)C)NC(C1=CC=C(C=C1)N1CCC(CC1)NCC(C1=CC(=C(C=C1)O)NS(=O)(=O)C)O)=O)=O ((2S)-2-(4-{4-[2-Hydroxy-2-(4-hydroxy-3-methanesulfonylamino-phenyl)-ethylamino]-piperidine-1-yl}-benzoylamino)-4-methyl-pentanoic acid methyl ester). As a reaction SMILES: [CH3:1][O:2][C:3](=[O:25])[C@@H:4]([NH:9][C:10](=[O:24])[C:11]1[CH:16]=[CH:15][C:14]([N:17]2[CH2:22][CH2:21][C:20](=O)[CH2:19][CH2:18]2)=[CH:13][CH:12]=1)[CH2:5][CH:6]([CH3:8])[CH3:7].[NH2:26][CH2:27][C@@H:28]([C:30]1[CH:31]=[CH:32][C:33]([OH:41])=[C:34]([NH:36][S:37]([CH3:40])(=[O:39])=[O:38])[CH:35]=1)[OH:29]>>[CH3:1][O:2][C:3](=[O:25])[C@@H:4]([NH:9][C:10](=[O:24])[C:11]1[CH:16]=[CH:15][C:14]([N:17]2[CH2:22][CH2:21][CH:20]([NH:26][CH2:27][CH:28]([OH:29])[C:30]3[CH:31]=[CH:32][C:33]([OH:41])=[C:34]([NH:36][S:37]([CH3:40])(=[O:39])=[O:38])[CH:35]=3)[CH2:19][CH2:18]2)=[CH:13][CH:12]=1)[CH2:5][CH:6]([CH3:8])[CH3:7]. Reported procedure: The title compound was prepared from methyl 4-methyl-2-[(2S)-4-(4-oxo-piperidine-1-yl)-benzoylamino]-pentanoic acid methyl ester(which was obtained in Example 166) and N-[5-((1R)-2-amino-1-hydroxy-ethyl)-2-hydroxy-phenyl]-methanesulfonamide (which was obtained in Example 10) according to the procedure of Example 180 as a white solid; mp >90° C. (decomposed); 1H NMR (300 MHz, DMSO-d6) δ 0.86 (d, J=6.4 Hz, 3H), 0.92 (d, J=6.4 Hz, 3H), 1.20-1.40 (m, 2H), 1.50-1.95 (m, 5H), 2.55-2.92 (m, 5H), 2.91 (... The reactants are NC(C(=O)NC=1N(N=C(C1)C1(CCN(CC1)C)C1=CC=CC=C1)C(C)(C)C)C (2-amino-N-[2-tert-butyl-5-(1-methyl-4-phenylpiperidin-4-yl)-2H-pyrazol-3-yl]propionamide), FC=1C=C([C@@H](C(=O)O)O)C=C(C1)F ((S)-3,5-difluoromandelic acid), C=1C=CC2=C(C1)N=NN2O (HOBT), CN1CCOCC1 (NMM), CCN=C=NCCCN(C)C.Cl (EDC.HCl). Solvent: C1CCOC1 (THF). Run at time 16 hour. Yields the product C(C)(C)(C)N1N=C(C=C1NC(C(C)NC(C(O)C1=CC(=CC(=C1)F)F)=O)=O)C1(CCN(CC1)C)C1=CC=CC=C1 (N-[2-tert-butyl-5-(1-methyl-4-phenylpiperidin-4-yl)-2H-pyrazol-3-yl]-2-[2-(3,5-difluorophenyl)-2-hydroxyacetylamino]propionamide). As a reaction SMILES: [NH2:1][CH:2]([CH3:28])[C:3]([NH:5][C:6]1[N:7]([C:24]([CH3:27])([CH3:26])[CH3:25])[N:8]=[C:9]([C:11]2([C:18]3[CH:23]=[CH:22][CH:21]=[CH:20][CH:19]=3)[CH2:16][CH2:15][N:14]([CH3:17])[CH2:13][CH2:12]2)[CH:10]=1)=[O:4].[F:29][C:30]1[CH:31]=[C:32]([CH:38]=[C:39]([F:41])[CH:40]=1)[C@H:33]([OH:37])[C:34](O)=[O:35].C1C=CC2N(O)N=NC=2C=1.CN1CCOCC1.CCN=C=NCCCN(C)C.Cl>C1COCC1>[C:24]([N:7]1[C:6]([NH:5][C:3](=[O:4])[CH:2]([NH:1][C:34](=[O:35])[CH:33]([C:32]2[CH:38]=[C:39]([F:41])[CH:40]=[C:30]([F:29])[CH:31]=2)[OH:37])[CH3:28])=[CH:10][C:9]([C:11]2([C:18]3[CH:19]=[CH:20][CH:21]=[CH:22][CH:23]=3)[CH2:12][CH2:13][N:14]([CH3:17])[CH2:15][CH2:16]2)=[N:8]1)([CH3:27])([CH3:26])[CH3:25] |f:4.5|. Reported procedure: A solution of 0.14 g (0.4 mmol) of 2-amino-N-[2-tert-butyl-5-(1-methyl-4-phenylpiperidin-4-yl)-2H-pyrazol-3-yl]propionamide and 0.08 g (0.4 mmol) of (S)-3,5-difluoromandelic acid (Garofalo, et al. Bioorg. Med. Chem. Lett. 2002, 12, 3051) in 5.0 mL of THF was stirred at rt as 0.06 g (0.4 mmol) of HOBT and 0.08 mL (0.7 mmol) of NMM was added followed by 0.90 g (0.5 mmol) of EDC.HCl. After 16 h, the reaction was quenched with 1M HCl and extracted with EtOAc. The organic layer washed with sat. aq. N... Starting materials: BrB(Br)Br, ClCCl, CCO, COc1c([N+](=O)[O-])cc(C#N)c(F)c1O. Product: N#Cc1cc([N+](=O)[O-])c(O)c(O)c1F. As a reaction SMILES: [B:16]([Br:17])([Br:18])[Br:19].[CH2:23]([Cl:24])[Cl:25].[CH3:20][CH2:21][OH:22].[F:1][c:2]1[c:3]([C:4]#[N:5])[cH:6][c:7]([N+:13](=[O:14])[O-:15])[c:8]([O:11][CH3:12])[c:9]1[OH:10]>>[F:1][c:2]1[c:3]([C:4]#[N:5])[cH:6][c:7]([N+:13](=[O:14])[O-:15])[c:8]([OH:11])[c:9]1[OH:10].